From a dataset of the Open Reaction Database (ORD), a public repository of structured organic reaction records. describe an organic reaction: reactants, conditions, products, and yield Reactants: O=S(=O)(NC(Cc1ccc(OCc2ccccc2)c(OCc2ccccc2)c1)CN1CCN(c2ccccc2)CC1)c1cccc2cnccc12, CI, CN(C)C=O, [Cl-], [H-], [Na+], [Na+]. The product is CN(C(Cc1ccc(OCc2ccccc2)c(OCc2ccccc2)c1)CN1CCN(c2ccccc2)CC1)S(=O)(=O)c1cccc2cnccc12. Reaction SMILES: [CH2:1]([c:2]1[cH:3][cH:4][cH:5][cH:6][cH:7]1)[O:8][c:9]1[cH:10][c:11]([CH2:23][CH:24]([CH2:25][N:26]2[CH2:27][CH2:28][N:29]([c:32]3[cH:33][cH:34][cH:35][cH:36][cH:37]3)[CH2:30][CH2:31]2)[NH:38][S:39](=[O:40])(=[O:41])[c:42]2[c:43]3[cH:44][cH:45][n:46][cH:47][c:48]3[cH:49][cH:50][cH:51]2)[cH:12][cH:13][c:14]1[O:15][CH2:16][c:17]1[cH:18][cH:19][cH:20][cH:21][cH:22]1.[CH3:54][I:55].[CH3:58][N:59]([CH3:60])[CH:61]=[O:62].[Cl-:57].[H-:52].[Na+:53].[Na+:56]>>[CH2:1]([c:2]1[cH:3][cH:4][cH:5][cH:6][cH:7]1)[O:8][c:9]1[cH:10][c:11]([CH2:23][CH:24]([CH2:25][N:26]2[CH2:27][CH2:28][N:29]([c:32]3[cH:33][cH:34][cH:35][cH:36][cH:37]3)[CH2:30][CH2:31]2)[N:38]([S:39](=[O:40])(=[O:41])[c:42]2[c:43]3[cH:44][cH:45][n:46][cH:47][c:48]3[cH:49][cH:50][cH:51]2)[CH3:54])[cH:12][cH:13][c:14]1[O:15][CH2:16][c:17]1[cH:18][cH:19][cH:20][cH:21][cH:22]1. Starting materials: CO, Cl, CC(C)(C)C(=O)OC(C(F)(F)F)C(F)(F)S(=O)(=O)[O-], [Na+], [Na+], [OH-]. Yields the product O=S(=O)([O-])C(F)(F)C(O)C(F)(F)F, [Na+]. As a reaction SMILES: [CH3:24][OH:25].[ClH:23].[F:1][C:2]([CH:3]([C:4]([F:5])([F:6])[F:7])[O:8][C:9](=[O:10])[C:11]([CH3:12])([CH3:13])[CH3:14])([S:15](=[O:16])(=[O:17])[O-:18])[F:19].[Na+:20].[Na+:22].[OH-:21]>>[F:1][C:2]([CH:3]([C:4]([F:5])([F:6])[F:7])[OH:8])([S:15](=[O:16])(=[O:17])[O-:18])[F:19].[Na+:20]. Reactants: O=S(Cl)Cl, c1ccccc1, O=C(c1ccc(CO)cc1)c1cccs1. The product is O=C(c1ccc(CCl)cc1)c1cccs1. RXN SMILES: [S:16]([Cl:17])([Cl:18])=[O:19].[cH:20]1[cH:21][cH:22][cH:23][cH:24][cH:25]1.[s:1]1[c:2]([C:6](=[O:7])[c:8]2[cH:9][cH:10][c:11]([CH2:14][OH:15])[cH:12][cH:13]2)[cH:3][cH:4][cH:5]1>>[s:1]1[c:2]([C:6](=[O:7])[c:8]2[cH:9][cH:10][c:11]([CH2:14][Cl:18])[cH:12][cH:13]2)[cH:3][cH:4][cH:5]1. Starting materials: ClC1=C2NC=NC2=NC=N1 (6-chloropurine), N1(CCOCC1)CCN (2-morpholin-4-ylethylamine), FC1=CC=C(C=C1)[N+](=O)[O-] (4-fluoronitrobenzene), ClC1=C(C=C(C=C1)N=C=O)C(F)(F)F (4-chloro-3-(trifluoromethyl)phenyl isocyanate). Yields the product ClC1=C(C=C(C=C1)NC(=O)NC1=CC=C(C=C1)N1C2=NC=NC(=C2N=C1)NCCN1CCOCC1)C(F)(F)F (1-(4-Chloro-3-(trifluoromethyl)phenyl)-3-{4-[6-(2-morpholin-4-yl-ethylamino)purin-9-yl]phenyl}urea). RXN SMILES: Cl[C:2]1[N:10]=[CH:9][N:8]=[C:7]2[C:3]=1[NH:4][CH:5]=[N:6]2.[N:11]1([CH2:17][CH2:18][NH2:19])[CH2:16][CH2:15][O:14][CH2:13][CH2:12]1.F[C:21]1[CH:26]=[CH:25][C:24]([N+:27]([O-])=O)=[CH:23][CH:22]=1.[Cl:30][C:31]1[CH:36]=[CH:35][C:34]([N:37]=[C:38]=[O:39])=[CH:33][C:32]=1[C:40]([F:43])([F:42])[F:41]>>[Cl:30][C:31]1[CH:36]=[CH:35][C:34]([NH:37][C:38]([NH:27][C:24]2[CH:25]=[CH:26][C:21]([N:6]3[CH:5]=[N:4][C:3]4[C:7]3=[N:8][CH:9]=[N:10][C:2]=4[NH:19][CH2:18][CH2:17][N:11]3[CH2:16][CH2:15][O:14][CH2:13][CH2:12]3)=[CH:22][CH:23]=2)=[O:39])=[CH:33][C:32]=1[C:40]([F:41])([F:42])[F:43]. Procedure: The title compound can be synthesized from 6-chloropurine, 2-morpholin-4-ylethylamine, 4-fluoronitrobenzene and 4-chloro-3-(trifluoromethyl)phenyl isocyanate by using the same techniques as in Example 35. Reactants: CCOC(=O)CCNCC(N)=O, C(=NC1CCCCC1)=NC1CCCCC1, ClCCl, ClCCl, CN(C)C=O, CN(C)C=O, Cc1cn(CC(=O)O)c(=O)[nH]c1=O. The product is CCOC(=O)CCN(CC(N)=O)C(=O)Cn1cc(C)c(=O)[nH]c1=O. RXN SMILES: [CH2:17]([CH3:18])[O:19][C:20]([CH2:21][CH2:22][NH:23][CH2:24][C:25]([NH2:26])=[O:27])=[O:28].[CH:29]1([N:30]=[C:31]=[N:32][CH:33]2[CH2:34][CH2:35][CH2:36][CH2:37][CH2:38]2)[CH2:39][CH2:40][CH2:41][CH2:42][CH2:43]1.[Cl:14][CH2:15][Cl:16].[Cl:54][CH2:55][Cl:56].[O:44]=[CH:45][N:46]([CH3:47])[CH3:48].[O:49]=[CH:50][N:51]([CH3:52])[CH3:53].[n:1]1([CH2:10][C:11](=[O:12])[OH:13])[c:2](=[O:3])[nH:4][c:5](=[O:6])[c:7]([CH3:8])[cH:9]1>>[n:1]1([CH2:10][C:11](=[O:13])[N:23]([CH2:22][CH2:21][C:20]([O:19][CH2:17][CH3:18])=[O:28])[CH2:24][C:25]([NH2:26])=[O:27])[c:2](=[O:3])[nH:4][c:5](=[O:6])[c:7]([CH3:8])[cH:9]1. Reactants: acid chloride, primary amine, C(C1=CC=CC=C1)(=O)N=C=S (benzoyl isothiocyanate), C(C1=CC=CC=C1)(=O)NC(=S)N (benzoyl thiourea), C([O-])([O-])=O.[K+].[K+] (potassium carbonate), [H-].[Al+3].[Li+].[H-].[H-].[H-] (lithium aluminum hydride), C1CCOC1 (THF), O.NN (hydrazine hydrate), C(=S)(Cl)Cl (thiophosgene), N (ammonia). Run in C(Cl)Cl (methylene chloride), N1=CC=CC=C1 (pyridine), N1=CC=CC=C1 (pyridine), CO (methanol), C(Cl)Cl (methylene chloride), CN(C)C=O (DMF), CO.O (methanol water), C(C)O (ethanol). Yields the product N1=C(C=CC=C1)COC(=O)N[C@@H](CC(C)C)C(=O)O (N-(2-pyridinylmethoxycarbonyl)-L-leucine), N1=C(C=CC=C1)COC(=O)C([C@H](N)C(=O)O)C(C)C (3-pyridinylmethoxycarbonyl-L-leucine), N1=CC=C(C=C1)COC(=O)N[C@@H](CC(C)C)C(=O)O (N-(4-pyridinylmethoxycarbonyl)-L-leucine), EDC.HCl 1-HOBT. As a reaction SMILES: [H-].[Al+3].[Li+].[H-].[H-].[H-].[C:7](Cl)(Cl)=S.[NH3:11].[C:12]([N:20]=C=S)(=[O:19])[C:13]1[CH:18]=[CH:17][CH:16]=[CH:15][CH:14]=1.[C:23]([NH:31]C(N)=S)(=[O:30])[C:24]1[CH:29]=[CH:28][CH:27]=[CH:26][CH:25]=1.[C:35](=[O:38])([O-])[O-:36].[K+].[K+].[OH2:41].NN.[CH2:44]1[CH2:48][O:47][CH2:46][CH2:45]1>C(Cl)Cl.CO.CO.O.C(O)C.CN(C=O)C.N1C=CC=CC=1>[N:11]1[CH:13]=[CH:18][CH:17]=[CH:16][C:15]=1[CH2:14][O:41][C:23]([NH:31][C@H:48]([C:35]([OH:36])=[O:38])[CH2:44][CH:45]([CH3:46])[CH3:7])=[O:30].[N:11]1[CH:24]=[CH:29][CH:28]=[CH:27][C:26]=1[CH2:25][O:41][C:48]([CH:44]([CH:45]([CH3:7])[CH3:46])[C@@H:12]([C:35]([OH:36])=[O:38])[NH2:20])=[O:47].[N:11]1[CH:26]=[CH:25][C:24]([CH2:23][O:41][C:12]([NH:20][C@H:48]([C:35]([OH:36])=[O:38])[CH2:44][CH:45]([CH3:46])[CH3:7])=[O:19])=[CH:29][CH:28]=1 |f:0.1.2.3.4.5,10.11.12,13.14,18.19|. Procedure details: Compounds wherein X═S, Y═CH, Z═N and V═NR66R67, are prepared by methods analogous to those described in Scheme 21. An acid chloride (1-Scheme 21) is treated with a primary amine (such as 4-aminobiphenyl or aniline) and pyridine in an aprotic solvent (such as methylene chloride) to provide 2-Scheme 21, which is treated with lithium aluminum hydride in THF to afford 3-Scheme 25. Treatment of 3-Scheme 21 with thiophosgene and pyridine in methylene chloride, followed by treanment with ammonia in met... Reactants: C(Br)(Br)Br (Bromoform), CC(C(=O)OC)C(=O)OC (dimethyl methylmalonate). The reagents and catalysts are O.O.O.[F-].C(CCC)[N+](CCCC)(CCCC)CCCC (tetra-n-butylammonium fluoride trihydrate). Run in C(Cl)(Cl)(Cl)Cl (carbon tetrachloride). Yields the product BrC(C(=O)OC)(C(=O)OC)C (dimethyl α-bromo-α-methylmalonate). Isolated yield 89.4%. As a reaction SMILES: C(Br)(Br)[Br:2].[CH3:5][CH:6]([C:11]([O:13][CH3:14])=[O:12])[C:7]([O:9][CH3:10])=[O:8]>O.O.O.[F-].C([N+](CCCC)(CCCC)CCCC)CCC.C(Cl)(Cl)(Cl)Cl>[Br:2][C:6]([CH3:5])([C:11]([O:13][CH3:14])=[O:12])[C:7]([O:9][CH3:10])=[O:8] |f:2.3.4.5.6|. Procedure: Bromoform (1.01 g, 0.4 mol), 1.46 g dimethyl methylmalonate, 200 mg tetra-n-butylammonium fluoride trihydrate (0.632 mmol), and 5 mL carbon tetrachloride were mixed at 24° C. for 2 h. The solution was found to contain 2.01 g (89% yield) of dimethyl α-bromo-α-methylmalonate. Reactants: OC1=CC(CC(C1C(=O)OCC)C1=CC=C(C=C1)OC1=NC=C(C=C1F)C(F)(F)F)=O (3-hydroxy-5-(4-(5-(trifluoromethyl)-3-fluoro-2-pyridyloxy)-phenyl)-4-(carboethoxy)cyclohex-2-en-1-one), [OH-].[Na+] (sodium hydroxide). The product is OC1=CC(CC(C1)C1=CC=C(C=C1)OC1=NC=C(C=C1F)C(F)(F)F)=O (3-Hydroxy-5-(4-(5-(trifluoromethyl)-3-fluoro-2-pyridyloxy)phenyl)cyclohex-2-en-1-one). RXN SMILES: [OH:1][C:2]1[CH:7](C(OCC)=O)[CH:6]([C:13]2[CH:18]=[CH:17][C:16]([O:19][C:20]3[C:25]([F:26])=[CH:24][C:23]([C:27]([F:30])([F:29])[F:28])=[CH:22][N:21]=3)=[CH:15][CH:14]=2)[CH2:5][C:4](=[O:31])[CH:3]=1.[OH-].[Na+]>>[OH:1][C:2]1[CH2:7][CH:6]([C:13]2[CH:14]=[CH:15][C:16]([O:19][C:20]3[C:25]([F:26])=[CH:24][C:23]([C:27]([F:30])([F:28])[F:29])=[CH:22][N:21]=3)=[CH:17][CH:18]=2)[CH2:5][C:4](=[O:31])[CH:3]=1 |f:1.2|. Procedure: A solution of 33.1 g (0.0753 mol) of 3-hydroxy-5-(4-(5-(trifluoromethyl)-3-fluoro-2-pyridyloxy)-phenyl)-4-(carboethoxy)cyclohex-2-en-1-one in 300 mL (0.30 mol) of 1N sodium hydroxide was heated at 60° C. for 6 hours and cooled to room temperature. The solution was filtered and the filtrate acidified with 30 mL of concentrated HCl and the desired product crystallized out of the solution. The crude product was recovered by filtration and the filtrate thoroughly washed with water and dried in vacuo... Starting materials: N1(CCCCC1)C/C=C/C(=O)O ((E)-4-(piperidin-1-yl)but-2-enoic acid), C(C)OC1=C(C=C2C(=NC=NC2=C1)NC1=CC(=CC=C1)C#C)N (7-ethoxy-N4-(3-ethynylphenyl)quinazoline-4,6-diamine), CCN(C(C)C)C(C)C (DIPEA), C(C(=O)Cl)(=O)Cl (oxalyl chloride). The reagents and catalysts are CN(C)C=O (DMF). Solvent: C(Cl)Cl (DCM), C1CCOC1 (THF). Run at time 1 hour. The product is C(C)OC1=C(C=C2C(=NC=NC2=C1)NC1=CC(=CC=C1)C#C)NC(\C=C\CN1CCCCC1)=O ((E)-N-(7-ethoxy-4-((3-ethynylphenyl)amino)quinazolin-6-yl)-4-(piperidin-1-yl)but-2-enamide). Yield: 6.8%. Reaction SMILES: [N:1]1([CH2:7]/[CH:8]=[CH:9]/[C:10]([OH:12])=O)[CH2:6][CH2:5][CH2:4][CH2:3][CH2:2]1.C(Cl)(=O)C(Cl)=O.[CH2:19]([O:21][C:22]1[CH:31]=[C:30]2[C:25]([C:26]([NH:32][C:33]3[CH:38]=[CH:37][CH:36]=[C:35]([C:39]#[CH:40])[CH:34]=3)=[N:27][CH:28]=[N:29]2)=[CH:24][C:23]=1[NH2:41])[CH3:20].CCN(C(C)C)C(C)C>CN(C=O)C.C(Cl)Cl.C1COCC1>[CH2:19]([O:21][C:22]1[CH:31]=[C:30]2[C:25]([C:26]([NH:32][C:33]3[CH:38]=[CH:37][CH:36]=[C:35]([C:39]#[CH:40])[CH:34]=3)=[N:27][CH:28]=[N:29]2)=[CH:24][C:23]=1[NH:41][C:10](=[O:12])/[CH:9]=[CH:8]/[CH2:7][N:1]1[CH2:2][CH2:3][CH2:4][CH2:5][CH2:6]1)[CH3:20]. Procedure: (E)-4-(piperidin-1-yl)but-2-enoic acid (550 mg, 3.4 mmol) and 10 drops of DMF were added in 20 ml DCM, and then oxalyl chloride (0.45 ml, 4.9 mmol) was added dropwise at 0° C. The solution was stirred for 1 hour at room temperature, then concentrated to a yellow solid. This intermediate was added in 50 ml THF, and then was added dropwisely into a solution of 7-ethoxy-N4-(3-ethynylphenyl)quinazoline-4,6-diamine (1 g, 3.28 mmol) and DIPEA (1 g, 7.7 mmol) in 200 ml THF in a ice bath. The reaction w... The reactants are NC1=NC=C(C=C1C(=O)NC1=C(C(=CC=C1)C)O)C=1C=NN(C1)C1CCN(CC1)C (2-amino-N-(2-hydroxy-3-methyl-phenyl)-5-[1-(1-methyl-4-piperidyl)pyrazol-4-yl]pyridine-3-carboxamide), C(=O)(C(F)(F)F)O (TFA). Run in C(C)(=O)O (acetic acid). Conditions: temperature 200 celsius. The product is CC1=CC=CC=2N=C(OC21)C=2C(=NC=C(C2)C=2C=NN(C2)C2CCN(CC2)C)N (3-(7-methyl-1,3-benzoxazol-2-yl)-5-[1-(1-methyl-4-piperidyl)pyrazol-4-yl]pyridin-2-amine). Yield: 57.6%. As a reaction SMILES: [NH2:1][C:2]1[C:7]([C:8]([NH:10][C:11]2[CH:16]=[CH:15][CH:14]=[C:13]([CH3:17])[C:12]=2O)=[O:9])=[CH:6][C:5]([C:19]2[CH:20]=[N:21][N:22]([CH:24]3[CH2:29][CH2:28][N:27]([CH3:30])[CH2:26][CH2:25]3)[CH:23]=2)=[CH:4][N:3]=1.C(O)(C(F)(F)F)=O>C(O)(=O)C>[CH3:17][C:13]1[C:12]2[O:9][C:8]([C:7]3[C:2]([NH2:1])=[N:3][CH:4]=[C:5]([C:19]4[CH:20]=[N:21][N:22]([CH:24]5[CH2:25][CH2:26][N:27]([CH3:30])[CH2:28][CH2:29]5)[CH:23]=4)[CH:6]=3)=[N:10][C:11]=2[CH:16]=[CH:15][CH:14]=1. Procedure details: To a solution of 2-amino-N-(2-hydroxy-3-methyl-phenyl)-5-[1-(1-methyl-4-piperidyl)pyrazol-4-yl]pyridine-3-carboxamide (80 mg) in acetic acid (1.3 ml) was added TFA (1.3 ml). The clear mixture was sealed into a microwave tube. The reaction was heated to 200° C. in a 300 W microwave for 20 minutes. The solvents were evaporated. The residue purified by preparative HPLC using a Waters X-Terra reverse-phase column and decreasingly polar mixtures of water (containing 1% acetic acid) and acetonitrile a...